Dataset: the Open Reaction Database (ORD), a public repository of structured organic reaction records. Task: describe an organic reaction: reactants, conditions, products, and yield Starting materials: C=O (Paraformaldehyde), C(C)(C)(C)OC(NC1CCN(CC1)S(=O)(=O)C1=CC=C(C=C1)N)=O ([1-(4-amino-benzenesulfonyl)-piperidin-4-yl]-carbamic acid tert-butyl ester), [BH4-].[Na+] (sodium borohydride), C[O-].[Na+] (sodium methoxide). Solvent: CO (Methanol), C(Cl)Cl (DCM). Conditions: temperature 70 celsius. The product is C(C)(C)(C)OC(NC1CCN(CC1)S(=O)(=O)C1=CC=C(C=C1)NC)=O ([1-(4-Methylamino-benzenesulfonyl)-piperidin-4-yl]-carbamic acid tert-butyl ester). Yield: 103.5%. Reaction SMILES: [CH2:1]=O.[C:3]([O:7][C:8](=[O:26])[NH:9][CH:10]1[CH2:15][CH2:14][N:13]([S:16]([C:19]2[CH:24]=[CH:23][C:22]([NH2:25])=[CH:21][CH:20]=2)(=[O:18])=[O:17])[CH2:12][CH2:11]1)([CH3:6])([CH3:5])[CH3:4].C[O-].[Na+].[BH4-].[Na+]>CO.C(Cl)Cl>[C:3]([O:7][C:8](=[O:26])[NH:9][CH:10]1[CH2:11][CH2:12][N:13]([S:16]([C:19]2[CH:20]=[CH:21][C:22]([NH:25][CH3:1])=[CH:23][CH:24]=2)(=[O:18])=[O:17])[CH2:14][CH2:15]1)([CH3:6])([CH3:4])[CH3:5] |f:2.3,4.5|. Procedure details: Paraformaldehyde (0.15 g, 0.5 mmol) was added in one portion to pressure vessel containing [1-(4-amino-benzenesulfonyl)-piperidin-4-yl]-carbamic acid tert-butyl ester (0.12 g, 0.34 mmol) in Methanol (5 ml) at room temperature. To this mixture was added sodium methoxide (0.055 g, 1.02 mmol) in one portion, the pressure vessel was sealed and heated at 70° C. for 12 hours. After this time the reaction was cooled to room temperature and sodium borohydride (0.031 g, 0.82 mmol) added in one portion, t... Starting materials: 3, C(=O)(OC)C1=CC(=C(OC(C(=O)OCC)C2=CC3=C(C=C2)OCO3)C=C1)CCC (ethyl α-(4-carbomethoxy-2-n-propylphenoxy)-3,4-methylenedioxyphenylacetate). Solvent: CO (methanol). Conditions: time 30 minute. Yields the product C(=O)(OC)C1=CC(=C(OC(C(=O)O)C2=CC3=C(C=C2)OCO3)C=C1)CCC (α-(4-carbomethoxy-2-n-propylphenoxy)-3,4-methylenedioxyphenylacetic acid). Isolated yield 94.0%. RXN SMILES: [C:1]([C:5]1[CH:26]=[CH:25][C:8]([O:9][CH:10]([C:16]2[CH:21]=[CH:20][C:19]3[O:22][CH2:23][O:24][C:18]=3[CH:17]=2)[C:11]([O:13]CC)=[O:12])=[C:7]([CH2:27][CH2:28][CH3:29])[CH:6]=1)([O:3][CH3:4])=[O:2]>CO>[C:1]([C:5]1[CH:26]=[CH:25][C:8]([O:9][CH:10]([C:16]2[CH:21]=[CH:20][C:19]3[O:22][CH2:23][O:24][C:18]=3[CH:17]=2)[C:11]([OH:13])=[O:12])=[C:7]([CH2:27][CH2:28][CH3:29])[CH:6]=1)([O:3][CH3:4])=[O:2]. Procedure: A 1 L 3 necked 24/40 round bottom flask equipped with a mechanical stirrer, a dropping funnel, and a nitrogen inlet was charged with a solution of 76.3 g 0.185 mol) of the semi-purified product of Step A dissolved in 500 mL of methanol. The flask was purged with nitrogen, the stirrer was started, and 37 mL of a 5.0 N aqueous solution of sodium hydroxide was added over a 30 minute period via an addition funnel. The reaction mixture was stirred at room temperature for an additional 30 minutes at w... The reactants are CO, COc1c([N+](=O)[O-])cc(Br)cc1C(C)(C)C, [Cl-], [Fe], [NH4+], O. Product: COc1c(N)cc(Br)cc1C(C)(C)C. RXN SMILES: [CH3:20][OH:21].[CH3:3][O:4][c:5]1[c:6]([C:15]([CH3:16])([CH3:17])[CH3:18])[cH:7][c:8]([Br:14])[cH:9][c:10]1[N+:11]([O-:12])=[O:13].[Cl-:1].[Fe:22].[NH4+:2].[OH2:19]>>[CH3:3][O:4][c:5]1[c:6]([C:15]([CH3:16])([CH3:17])[CH3:18])[cH:7][c:8]([Br:14])[cH:9][c:10]1[NH2:11].